Dataset: the Open Reaction Database (ORD), a public repository of structured organic reaction records. Task: describe an organic reaction: reactants, conditions, products, and yield The reactants are [Cu+2], [N-]=[N+]=CC(=O)C1CCCN1C(=O)C1CSCN1C(=O)OCc1ccccc1, C1COCCO1, O, O, O, O, O, O, O=S(=O)([O-])[O-]. Product: O=C(CO)C1CCCN1C(=O)C1CSCN1C(=O)OCc1ccccc1. As a reaction SMILES: [Cu+2:45].[N+:1](=[N-:2])=[CH:3][C:4](=[O:5])[CH:6]1[N:7]([C:11](=[O:12])[CH:13]2[N:14]([C:18](=[O:19])[O:20][CH2:21][c:22]3[cH:23][cH:24][cH:25][cH:26][cH:27]3)[CH2:15][S:16][CH2:17]2)[CH2:8][CH2:9][CH2:10]1.[O:29]1[CH2:30][CH2:31][O:32][CH2:33][CH2:34]1.[OH2:28].[OH2:35].[OH2:36].[OH2:37].[OH2:38].[OH2:39].[S:40]([O-:41])([O-:42])(=[O:43])=[O:44]>>[CH2:3]([C:4](=[O:5])[CH:6]1[N:7]([C:11](=[O:12])[CH:13]2[N:14]([C:18](=[O:19])[O:20][CH2:21][c:22]3[cH:23][cH:24][cH:25][cH:26][cH:27]3)[CH2:15][S:16][CH2:17]2)[CH2:8][CH2:9][CH2:10]1)[OH:29].